This data is from the Open Reaction Database (ORD), a public repository of structured organic reaction records. The task is: describe an organic reaction: reactants, conditions, products, and yield Reactants: C(C)OP(OCC)(=O)C(=C)P(OCC)(OCC)=O (ethenylidenebisphosphonic acid tetraethyl ester), ClN1C(CCC1=O)=O (N-Chlorosuccinimide), C(C)(=O)C1=CC=CC=C1 (Acetophenone), C[Si](C)(C)[N-][Si](C)(C)C.[Li+] (lithium bis(trimethylsilyl)amide). Solvent: C1CCOC1 (THF), C1CCOC1 (THF). Conditions: time 30 minute. Yields the product C(C)OP(OCC)(=O)C(CCC(C1=CC=CC=C1)=O)(Cl)P(OCC)(OCC)=O ([1-Chloro4-oxo4-phenylbutylidene]bisphosphonic acid tetraethyl ester). RXN SMILES: [C:1]([C:4]1[CH:9]=[CH:8][CH:7]=[CH:6][CH:5]=1)(=[O:3])[CH3:2].C[Si]([N-][Si](C)(C)C)(C)C.[Li+].[CH2:20]([O:22][P:23]([C:28]([P:30](=[O:37])([O:34][CH2:35][CH3:36])[O:31][CH2:32][CH3:33])=[CH2:29])(=[O:27])[O:24][CH2:25][CH3:26])[CH3:21].[Cl:38]N1C(=O)CCC1=O>C1COCC1>[CH2:35]([O:34][P:30]([C:28]([P:23](=[O:27])([O:24][CH2:25][CH3:26])[O:22][CH2:20][CH3:21])([Cl:38])[CH2:29][CH2:2][C:1](=[O:3])[C:4]1[CH:9]=[CH:8][CH:7]=[CH:6][CH:5]=1)(=[O:37])[O:31][CH2:32][CH3:33])[CH3:36] |f:1.2|. Procedure: Acetophenone (1.17 ml) is dissolved in THF (20 ml), cooled to -78° and treated with lithium bis(trimethylsilyl)amide. The solution is stirred for 30 minutes and a solution of ethenylidenebisphosphonic acid tetraethyl ester (I, 2.7g) in THF (5 ml) is added. The solution is stirred for several minutes then warmed to 0° for 1 hour. N-Chlorosuccinimide (1.33 g) is added and the solution was stirred at 22° for 18 hours. The reaction is quenched with aqueous ammonium chloride and concentrated. The res... The reactants are ClC1=CC=C(C=2N3C(=NC21)N(CCCC3)C3=C(C=C(C(=O)O)C=C3)C)C(CC)CC (4-[10-chloro-7-(1-ethylpropyl)-2,3,4,5-tetrahydro-1H-[1,3]diazepino[1,2-a]benzimidazol-1-yl]-3-methylbenzoic acid), ON1N=NC2=C1C=CC=C2 (1-hydroxy-1H-benzotriazole), Cl.C(C)N=C=NCCCN(C)C (1-ethyl-3-(3-dimethylaminopropyl)carbodiimide hydrochloride), CNC (dimethylamine). Solvent: C(O)([O-])=O.[Na+] (sodium hydrogen carbonate), CN(C=O)C (N,N-dimethylformamide). Run at time 11 hour. Product: ClC1=CC=C(C=2N3C(=NC21)N(CCCC3)C3=C(C=C(C(=O)N(C)C)C=C3)C)C(CC)CC (4-[10-Chloro-7-(1-ethylpropyl)-2,3,4,5-tetrahydro-1H-[1,3]diazepino[1,2-a]benzimidazol-1-yl]-N,N,3-trimethylbenzamide). Reaction SMILES: [Cl:1][C:2]1[C:10]2[N:9]=[C:8]3[N:11]([C:16]4[CH:24]=[CH:23][C:19]([C:20]([OH:22])=O)=[CH:18][C:17]=4[CH3:25])[CH2:12][CH2:13][CH2:14][CH2:15][N:7]3[C:6]=2[C:5]([CH:26]([CH2:29][CH3:30])[CH2:27][CH3:28])=[CH:4][CH:3]=1.ON1C2C=CC=CC=2N=N1.Cl.[CH2:42]([N:44]=[C:45]=NCCCN(C)C)C.CNC>CN(C)C=O.C(=O)([O-])O.[Na+]>[Cl:1][C:2]1[C:10]2[N:9]=[C:8]3[N:11]([C:16]4[CH:24]=[CH:23][C:19]([C:20]([N:44]([CH3:45])[CH3:42])=[O:22])=[CH:18][C:17]=4[CH3:25])[CH2:12][CH2:13][CH2:14][CH2:15][N:7]3[C:6]=2[C:5]([CH:26]([CH2:27][CH3:28])[CH2:29][CH3:30])=[CH:4][CH:3]=1 |f:2.3,6.7|. Procedure details: To a solution of 4-[10-chloro-7-(1-ethylpropyl)-2,3,4,5-tetrahydro-1H-[1,3]diazepino[1,2-a]benzimidazol-1-yl]-3-methylbenzoic acid (330 mg, 0.775 mmol) in N,N-dimethylformamide (4.0 mL) were added 1-hydroxy-1H-benzotriazole (155 mg, 1.01 mmol), 1-ethyl-3-(3-dimethylaminopropyl)carbodiimide hydrochloride (163 mg, 0.853 mmol), and dimethylamine (2.0 M solution in tetrahydrofuran, 0.78 mL, 1.56 mmol). The mixture was stirred at room temperature for 11 hr. The mixture was diluted with saturated aque...